The task is: describe an organic reaction: reactants, conditions, products, and yield. This data is from the Open Reaction Database (ORD), a public repository of structured organic reaction records. The reactants are Tetrakis(triphenyl phosphine)palladium(0), BrC=1C=C2C=CC(=CC2=CC1)C=O (6-bromo-2-naphthaldehyde), C12(CC3CC(CC(C1)C3)C2)C=2C=C(C=CC2OC)B(O)O (3-(1-adamantyl)-4-methoxyphenyl boronic acid), C([O-])([O-])=O.[K+].[K+] (potassium carbonate). The solvent is C(C)(=O)OCC (ethyl acetate), C1(=CC=CC=C1)C (toluene), O (water). The product is C12(CC3CC(CC(C1)C3)C2)C=2C=C(C=CC2OC)C=2C=C3C=CC(=CC3=CC2)C=O (6-[3-(1-adamantyl)-4-methoxyphenyl]-2-naphthaldehyde). Isolated yield 82.0%. As a reaction SMILES: Br[C:2]1[CH:3]=[C:4]2[C:9](=[CH:10][CH:11]=1)[CH:8]=[C:7]([CH:12]=[O:13])[CH:6]=[CH:5]2.[C:14]12([C:24]3[CH:25]=[C:26](B(O)O)[CH:27]=[CH:28][C:29]=3[O:30][CH3:31])[CH2:23][CH:18]3[CH2:19][CH:20]([CH2:22][CH:16]([CH2:17]3)[CH2:15]1)[CH2:21]2.C(=O)([O-])[O-].[K+].[K+]>C1(C)C=CC=CC=1.O.C(OCC)(=O)C>[C:14]12([C:24]3[CH:25]=[C:26]([C:2]4[CH:3]=[C:4]5[C:9](=[CH:10][CH:11]=4)[CH:8]=[C:7]([CH:12]=[O:13])[CH:6]=[CH:5]5)[CH:27]=[CH:28][C:29]=3[O:30][CH3:31])[CH2:15][CH:16]3[CH2:17][CH:18]([CH2:19][CH:20]([CH2:22]3)[CH2:21]1)[CH2:23]2 |f:2.3.4|. Reported procedure: A mixture of 6-bromo-2-naphthaldehyde (1.17 g, 4.98 mmol, see Example 3c), 3-(1-adamantyl)-4-methoxyphenyl boronic acid (1.57 g, 5.48 mmol, prepared in a manner similar to that described in Example 3b.) and potassium carbonate (1.55 g, 11.20 mmol) in 75 mL of toluene and water (4 mL) was degassed with argon for 30 minutes . Tetrakis(triphenyl phosphine)palladium(0) (0.575 g, 0.50 mmol) was added and the mixture heated at reflux for 18 hours. The solution was cooled to room temperature, diluted w... Starting materials: COC(=O)C1=CC2=C(C(CCCS2)=O)C=C1 (5-oxo-2,3,4,5-tetrahydro-1-benzothiepine-8-carboxylic acid methyl ester), [BH4-].[Na+] (sodium borohydride). Yields the product COC(=O)C1=CC2=C(C(CCCS2)O)C=C1 (5-hydroxy-2,3,4,5-tetrahydro-1-benzothiepine-8-carboxylic acid methyl ester). Yield: 98.0%. As a reaction SMILES: [CH3:1][O:2][C:3]([C:5]1[CH:16]=[CH:15][C:8]2[C:9](=[O:14])[CH2:10][CH2:11][CH2:12][S:13][C:7]=2[CH:6]=1)=[O:4].[BH4-].[Na+]>>[CH3:1][O:2][C:3]([C:5]1[CH:16]=[CH:15][C:8]2[CH:9]([OH:14])[CH2:10][CH2:11][CH2:12][S:13][C:7]=2[CH:6]=1)=[O:4] |f:1.2|. Reported procedure: By a similar reaction operation as in Starting Material Synthetic Example 1 using 5-oxo-2,3,4,5-tetrahydro-1-benzothiepine-8-carboxylic acid methyl ester (3.30 g) and sodium borohydride (529 mg), the objective 5-hydroxy-2,3,4,5-tetrahydro-1-benzothiepine-8-carboxylic acid methyl ester (3.26 g) was obtained a pale yellow oil. Reactants: O=C1c2ccccc2C(=O)N1CCS(=O)(=O)Cl, N, C1COCCO1, O. Product: NS(=O)(=O)CCN1C(=O)c2ccccc2C1=O. Reaction SMILES: [C:1]1(=[O:17])[c:2]2[c:3]([cH:13][cH:14][cH:15][cH:16]2)[C:4](=[O:12])[N:5]1[CH2:6][CH2:7][S:8](=[O:9])(=[O:10])[Cl:11].[NH3:18].[O:19]1[CH2:20][CH2:21][O:22][CH2:23][CH2:24]1.[OH2:25]>>[C:1]1(=[O:17])[c:2]2[c:3]([cH:13][cH:14][cH:15][cH:16]2)[C:4](=[O:12])[N:5]1[CH2:6][CH2:7][S:8](=[O:9])(=[O:10])[NH2:18]. The reactants are [BH4-].[Na+] (sodium borohydride), FC1=C(N[C@H](C(=O)OC)C)C=CC(=C1F)F (methyl (2S)-2-(2,3,4-trifluoroanilino)propionate), CO (methanol). Run in O (water). Reaction conditions: time 2 hour. The product is FC1=C(N[C@H](CO)C)C=CC(=C1F)F ((2S)-2-(2,3,4-Trifluoroanilino)propanol). RXN SMILES: [BH4-].[Na+].[F:3][C:4]1[C:16]([F:17])=[C:15]([F:18])[CH:14]=[CH:13][C:5]=1[NH:6][C@@H:7]([CH3:12])[C:8](OC)=[O:9].CO>O>[F:3][C:4]1[C:16]([F:17])=[C:15]([F:18])[CH:14]=[CH:13][C:5]=1[NH:6][C@@H:7]([CH3:12])[CH2:8][OH:9] |f:0.1|. Reported procedure: At room temperature, sodium borohydride (35.7 mg) was suspended in IPE (0.2 ml). Then a solution (0.8 ml) of methyl (2S)-2-(2,3,4-trifluoroanilino)propionate (200 mg, 99.8% ee) in IPE was added to the solution. After adding methanol (137.4 mg), the liquid reaction mixture was stirred for 2 hours. Then water was added to the liquid reaction mixture followed by extraction with ethyl acetate. The organic layer was washed with water and a saturated aqueous solution of ammonium chloride and dried ove... Starting materials: S1C(=CC2=C1C=CC=C2)C2(CCN(CC2)CC2=CC=CC=C2)O (4-(Benzothiophen-2-yl)-1-benzyl-4-hydroxypiperidine). The solvent is FC(C(=O)O)(F)F (trifluoroacetic acid). Run at time 8 hour. Product: S1C(=CC2=C1C=CC=C2)C=2CCN(CC2)CC2=CC=CC=C2 (4-(Benzothiophen-2-yl)-1-benzyl-1,2,3,6-tetrahydropyridine). Yield: 114.6%. Reaction SMILES: [S:1]1[C:5]2[CH:6]=[CH:7][CH:8]=[CH:9][C:4]=2[CH:3]=[C:2]1[C:10]1(O)[CH2:15][CH2:14][N:13]([CH2:16][C:17]2[CH:22]=[CH:21][CH:20]=[CH:19][CH:18]=2)[CH2:12][CH2:11]1>FC(F)(F)C(O)=O>[S:1]1[C:5]2[CH:6]=[CH:7][CH:8]=[CH:9][C:4]=2[CH:3]=[C:2]1[C:10]1[CH2:15][CH2:14][N:13]([CH2:16][C:17]2[CH:22]=[CH:21][CH:20]=[CH:19][CH:18]=2)[CH2:12][CH:11]=1. Procedure details: 4-(Benzothiophen-2-yl)-1-benzyl-4-hydroxypiperidine (4.5 g, 0.01 mol) was dissolved in trifluoroacetic acid (50 ml) and stirred at room temperature overnight. The reaction mixture was concentrated in vacuo and the residue partitioned between aqueous saturated potassium carbonate solution and dichloromethane (3×100 ml). The combined organic layers were washed with brine (200 ml), dried (MgSO4) and concentrated. The crude product was purified by flash chromatography eluting with 10% ethyl acetate ... The reactants are C(C1=CC=CC=C1)(C1=CC=CC=C1)N (Benzhydrylamine), N[C@@H](CCCNC(N)=N)C(=O)O (Arg), N([C@@H](CCCNC(NS(=O)(=O)C1=CC=C(C)C=C1)=N)C(=O)O)C(=O)OC(C)(C)C (Boc-Arg(Tos)-OH), C1CCC(CC1)N=C=NC2CCCCC2 (DCC), C(C)(C)N(CC)C(C)C (diisopropylethylamine), CC(=O)OC(=O)C.N1=CC=CC=C1 (Ac2O pyridine). Solvent: CN(C=O)C (dimethylformamide), C(Cl)Cl (methylene chloride). The product is N([C@@H](CCCNC(NS(=O)(=O)C1=CC=C(C)C=C1)=N)C(=O)O)C(=O)OC(C)(C)C.C(C1=CC=CC=C1)(C1=CC=CC=C1)N (Boc-Arg(Tos) Benzhydrylamine). RXN SMILES: [CH:1]([NH2:14])([C:8]1[CH:13]=[CH:12][CH:11]=[CH:10][CH:9]=1)[C:2]1[CH:7]=[CH:6][CH:5]=[CH:4][CH:3]=1.[NH:15]([C:37]([O:39][C:40]([CH3:43])([CH3:42])[CH3:41])=[O:38])[C@H:16]([C:34]([OH:36])=[O:35])[CH2:17][CH2:18][CH2:19][NH:20][C:21](=[NH:33])[NH:22][S:23]([C:26]1[CH:32]=[CH:31][C:29]([CH3:30])=[CH:28][CH:27]=1)(=[O:25])=[O:24].C1CCC(N=C=NC2CCCCC2)CC1.C(N(C(C)C)CC)(C)C.N[C@H](C(O)=O)CCCNC(=N)N.CC(OC(C)=O)=O.N1C=CC=CC=1>CN(C)C=O.C(Cl)Cl>[NH:15]([C:37]([O:39][C:40]([CH3:43])([CH3:42])[CH3:41])=[O:38])[C@H:16]([C:34]([OH:36])=[O:35])[CH2:17][CH2:18][CH2:19][NH:20][C:21](=[NH:33])[NH:22][S:23]([C:26]1[CH:32]=[CH:31][C:29]([CH3:30])=[CH:28][CH:27]=1)(=[O:25])=[O:24].[CH:1]([NH2:14])([C:8]1[CH:9]=[CH:10][CH:11]=[CH:12][CH:13]=1)[C:2]1[CH:7]=[CH:6][CH:5]=[CH:4][CH:3]=1 |f:5.6,9.10|. Reported procedure: Benzhydrylamine-resin (BHA) (40.44 g, 0.5 mmol/g, 20.22 mmol) was coupled with Boc-Arg(Tos)-OH (34.6 g, 80.7 mmol) in 25% dimethylformamide:methylene chloride [DMF-CH2Cl2 ] (250 ml) with DCC (16.78 g, 81.4 mmol) for 2 hours followed by the addition of 1% diisopropylethylamine and reacted for 0.5 hour longer. The resultant Boc-Arg(Tos)-BHA-resin was washed with CH2Cl2 (3×250 ml), MeOH (3×250 ml), CH2Cl2 (3×250 ml) and dried. The coupling and washing procedures were repeated and an aliquot was hyd... Reactants: [Cl-].[Mg+2].[Cl-] (magnesium chloride), C(CC(=O)[O-])(=O)OCC.[K+] (potassium ethyl malonate), C(=O)(C=1NC=CN1)C=1NC=CN1 (carbonyl diimidazole), C[C@@H](C(=O)O)[C@@H](CC)C ((2R,3R)-2,3-dimethyl-pentanoic acid). Solvent: CN(C=O)C (dimethylformamide), Cl (HCl), CN(C=O)C (dimethylformamide). Reaction conditions: temperature 50 celsius, time 1 hour. Yields the product C(C)OC(CC([C@@H]([C@@H](CC)C)C)=O)=O ((4R,5R)-4,5-Dimethyl-3-oxo-heptanoic acid ethyl ester). The yield is 103.2%. As a reaction SMILES: [Cl-].[Mg+2].[Cl-].[C:4]([O:10][CH2:11][CH3:12])(=[O:9])[CH2:5][C:6]([O-:8])=O.[K+].C(C1NC=CN=1)(C1NC=CN=1)=O.[CH3:26][C@H:27]([C@H:31]([CH3:34])[CH2:32][CH3:33])C(O)=O>Cl.CN(C)C=O>[CH2:11]([O:10][C:4](=[O:9])[CH2:5][C:6](=[O:8])[C@H:27]([CH3:26])[C@H:31]([CH3:34])[CH2:32][CH3:33])[CH3:12] |f:0.1.2,3.4|. Reported procedure: To a 1 L round bottom flask equipped with a nitrogen inlet was charged 22 g (230 mmol) of magnesium chloride, 39 g (230 mmol) of potassium ethyl malonate and 200 mL of dimethylformamide. The contents of the flask were stirred at 50° C. for 1 hour and then cooled to 35° C. In a separate 500 mL, nitrogen inerted flask was added 200 mL of dimethylformamide, 28.6 g (177 mmol) of carbonyl diimidazole and 20 g of (2R,3R)-2,3-dimethyl-pentanoic acid was dripped in over 30 minutes. When the gas evolutio...